Dataset: the Open Reaction Database (ORD), a public repository of structured organic reaction records. Task: describe an organic reaction: reactants, conditions, products, and yield Reactants: CNCCc1cccnc1, Cc1ccc(-c2oncc2C(=O)O)cc1, Cl, Cl. Yields the product Cc1ccc(-c2oncc2C(=O)N(C)CCc2cccnc2)cc1. Reaction SMILES: [CH3:18][NH:19][CH2:20][CH2:21][c:22]1[cH:23][n:24][cH:25][cH:26][cH:27]1.[CH3:1][c:2]1[cH:3][cH:4][c:5](-[c:8]2[c:9]([C:13](=[O:14])[OH:15])[cH:10][n:11][o:12]2)[cH:6][cH:7]1.[ClH:16].[ClH:17]>>[CH3:1][c:2]1[cH:3][cH:4][c:5](-[c:8]2[c:9]([C:13](=[O:15])[N:19]([CH3:18])[CH2:20][CH2:21][c:22]3[cH:23][n:24][cH:25][cH:26][cH:27]3)[cH:10][n:11][o:12]2)[cH:6][cH:7]1. Reactants: C(C)(=O)NCC1CN(C(O1)=O)C1=CC(=C(C(=C1)F)C=1C=NC=CC1)F ((±)-5-(Acetamidomethyl)3-[4-(3-pyridyl)-3,5-difluorophenyl]-2-oxazolidinone), CS(=O)(=O)O (methanesulfonic acid). The solvent is CO (methanol). Product: CS(=O)(=O)O.C(C)(=O)NCC1CN(C(O1)=O)C1=CC(=C(C(=C1)F)C=1C=NC=CC1)F ((±)-5-(Acetamidomethy)-3-[4-(3-pyridyl)-3,5-difluorophenyl]-2-oxazolidinone methanesulfonic acid salt). As a reaction SMILES: [C:1]([NH:4][CH2:5][CH:6]1[O:10][C:9](=[O:11])[N:8]([C:12]2[CH:17]=[C:16]([F:18])[C:15]([C:19]3[CH:20]=[N:21][CH:22]=[CH:23][CH:24]=3)=[C:14]([F:25])[CH:13]=2)[CH2:7]1)(=[O:3])[CH3:2].[CH3:26][S:27]([OH:30])(=[O:29])=[O:28]>CO>[CH3:26][S:27]([OH:30])(=[O:29])=[O:28].[C:1]([NH:4][CH2:5][CH:6]1[O:10][C:9](=[O:11])[N:8]([C:12]2[CH:13]=[C:14]([F:25])[C:15]([C:19]3[CH:20]=[N:21][CH:22]=[CH:23][CH:24]=3)=[C:16]([F:18])[CH:17]=2)[CH2:7]1)(=[O:3])[CH3:2] |f:3.4|. Reported procedure: (±)-5-(Acetamidomethyl)3-[4-(3-pyridyl)]-3,5-difluorophenyl-2-oxazolidinone (EXAMPLE 1, 74 mg, 0.21 mmol) and methanesulfonic acid (14 μl , 0.21 mmol) are combined in methanol (4 ml). The mixture is warmed to reflux temperature for 3 min and the reaction becomes homogeneous. The reaction is cooled to 20-25° and concentrated under reduced pressure to a solid. The solid is triturated with ether and the recovered solid is dissolved in water (8 ml), filtered and lyophilized, to give the title compou... Reactants: S(=O)(=O)(C1=CC=C(C)C=C1)OCC1(CCC1)C(=O)OCC (Ethyl 1-((tosyloxy)methyl)cyclobutanecarboxylate), [C-]#N.[Na+] (NaCN). Solvent: O (water), CS(=O)C (DMSO). Reaction conditions: temperature 80 celsius, time 16 hour. Yields the product C(#N)CC1(CCC1)C(=O)OCC (Ethyl 1-(cyanomethyl)cyclobutanecarboxylate). The yield is 41.1%. RXN SMILES: S(O[CH2:12][C:13]1([C:17]([O:19][CH2:20][CH3:21])=[O:18])[CH2:16][CH2:15][CH2:14]1)(C1C=CC(C)=CC=1)(=O)=O.[C-:22]#[N:23].[Na+]>CS(C)=O.O>[C:22]([CH2:12][C:13]1([C:17]([O:19][CH2:20][CH3:21])=[O:18])[CH2:14][CH2:15][CH2:16]1)#[N:23] |f:1.2|. Procedure: To a stirred solution of Intermediate 220A (0.5 g, 1.601 mmol) in DMSO (2.5 mL) was added NaCN (0.196 g, 4.00 mmol) and the reaction mixture was stirred at 80° C. for 16 h. The reaction mixture was diluted with water and extracted with diethyl ether (3×30 mL) The combined organic layer was washed with water, dried over Na2SO4, filtered and the filtrate concentrated to afford Intermediate 220B as a brown oil (0.110 g, 41% yield). 1H NMR (400 MHz, DMSO-d6) δ ppm 4.19-4.01 (m, 2H), 3.01-2.97 (m, 2H... Reported procedure: Prepared according to the procedure described in Example 1, Step 6, using the following starting materials: {2′-[(carbamoylmethyl-amino)-methyl]-6-methoxy-4′-trifluoromethyl-biphenyl-3-yl}-acetic acid methyl ester and acetyl chloride. RXN SMILES: [CH3:1][O:2][C:3](=[O:29])[CH2:4][C:5]1[CH:6]=[C:7]([C:13]2[CH:18]=[CH:17][C:16]([C:19]([F:22])([F:21])[F:20])=[CH:15][C:14]=2[CH2:23][NH:24][CH2:25][C:26](=[O:28])[NH2:27])[C:8]([O:11][CH3:12])=[CH:9][CH:10]=1.[C:30](Cl)(=[O:32])[CH3:31]>>[CH3:1][O:2][C:3](=[O:29])[CH2:4][C:5]1[CH:6]=[C:7]([C:13]2[CH:18]=[CH:17][C:16]([C:19]([F:21])([F:20])[F:22])=[CH:15][C:14]=2[CH2:23][N:24]([C:30](=[O:32])[CH3:31])[CH2:25][C:26](=[O:28])[NH2:27])[C:8]([O:11][CH3:12])=[CH:9][CH:10]=1. Yields the product COC(CC=1C=C(C(=CC1)OC)C1=C(C=C(C=C1)C(F)(F)F)CN(CC(N)=O)C(C)=O)=O ({2′-[(Acetyl-carbamoylmethyl-amino)-methyl]-6-methoxy-4′-trifluoromethyl-biphenyl-3-yl}-acetic acid methyl ester). Starting materials: COC(CC=1C=C(C(=CC1)OC)C1=C(C=C(C=C1)C(F)(F)F)CNCC(N)=O)=O ({2′-[(carbamoylmethyl-amino)-methyl]-6-methoxy-4′-trifluoromethyl-biphenyl-3-yl}-acetic acid methyl ester), C(C)(=O)Cl (acetyl chloride). Yields the product C(C)(C)(C)OC(NC1CN(CCC1)C=1SC(C(N1)=O)=CC=1C=C2C=NN(C2=CC1)CC1=C(C=C(C=C1)OC)C(F)(F)F)=O ((1-{5-[1-(4-Methoxy-2-trifluoromethyl-benzyl)-1H-indazol-5-ylmethylene]-4-oxo-4,5-dihydro-thiazol-2-yl}-piperidin-3-yl)-carbamic acid tert-butyl ester), N[C@@H]1CN(CCC1)C=1SC(C(N1)=O)=CC=1C=C2C=NN(C2=CC1)CC1=C(C=C(C=C1)OC)C(F)(F)F (2-(3-(S)-Amino-piperidin-1-yl)-5-[1-(4-methoxy-2-trifluoromethyl-benzyl)-1H-indazol-5-ylmethylene]-thiazol-4-one). As a reaction SMILES: [CH3:1][O:2][C:3]1[CH:27]=[CH:26][C:6]([CH2:7][N:8]2[C:16]3[C:11](=[CH:12][C:13]([CH:17]=[C:18]4[S:22][C:21](SC)=[N:20][C:19]4=[O:25])=[CH:14][CH:15]=3)[CH:10]=[N:9]2)=[C:5]([C:28]([F:31])([F:30])[F:29])[CH:4]=1.[C:32]([O:36][C:37](=[O:45])[NH:38][C@H:39]1[CH2:44][CH2:43][CH2:42][NH:41][CH2:40]1)([CH3:35])([CH3:34])[CH3:33]>>[C:32]([O:36][C:37](=[O:45])[NH:38][CH:39]1[CH2:44][CH2:43][CH2:42][N:41]([C:21]2[S:22][C:18](=[CH:17][C:13]3[CH:12]=[C:11]4[C:16](=[CH:15][CH:14]=3)[N:8]([CH2:7][C:6]3[CH:26]=[CH:27][C:3]([O:2][CH3:1])=[CH:4][C:5]=3[C:28]([F:31])([F:29])[F:30])[N:9]=[CH:10]4)[C:19](=[O:25])[N:20]=2)[CH2:40]1)([CH3:35])([CH3:33])[CH3:34].[NH2:38][C@H:39]1[CH2:44][CH2:43][CH2:42][N:41]([C:21]2[S:22][C:18](=[CH:17][C:13]3[CH:12]=[C:11]4[C:16](=[CH:15][CH:14]=3)[N:8]([CH2:7][C:6]3[CH:26]=[CH:27][C:3]([O:2][CH3:1])=[CH:4][C:5]=3[C:28]([F:30])([F:31])[F:29])[N:9]=[CH:10]4)[C:19](=[O:25])[N:20]=2)[CH2:40]1. Procedure: (1-{5-[1-(4-Methoxy-2-trifluoromethyl-benzyl)-1H-indazol-5-ylmethylene]-4-oxo-4,5-dihydro-thiazol-2-yl}-piperidin-3-yl)-carbamic acid tert-butyl ester was prepared from 5-[1-(4-methoxy-2-trifluoromethyl-benzyl)-1H-indazol-5-ylmethylene]-2-methylsulfanyl-thiazol-4-one and piperidin-3-(S)-yl-carbamic acid tert-butyl ester following General Procedure C. The compound was used directly following General Procedure H to provide 2-(3-(S)-Amino-piperidin-1-yl)-5-[1-(4-methoxy-2-trifluoromethyl-benzyl)-1H... Starting materials: COC1=CC(=C(CN2N=CC3=CC(=CC=C23)C=C2C(N=C(S2)SC)=O)C=C1)C(F)(F)F (5-[1-(4-methoxy-2-trifluoromethyl-benzyl)-1H-indazol-5-ylmethylene]-2-methylsulfanyl-thiazol-4-one), C(C)(C)(C)OC(N[C@@H]1CNCCC1)=O (piperidin-3-(S)-yl-carbamic acid tert-butyl ester). Reactants: C(CC(=O)C)(=O)OC (Methyl acetoacetate), C1(CCCC1)C(CCC1=CC(=NC=C1OCC)CC)=O (1-cyclopentyl-3-(5-ethoxy-2-ethyl-pyridin-4-yl)-propan-1-one), [OH-].[Na+] (NaOH), [Li+].CC(C)[N-]C(C)C (LDA), C([O-])([O-])=O.[K+].[K+] (potassium carbonate). Run in C1CCOC1 (THF). Run at time 30 minute. The product is C1(CCCC1)C1(CCCCO1)CCC1=CC(=NC=C1OCC)CC (6-Cyclopentyl-6-[2-(5-ethoxy-2-ethylpyridin-4-yl)ethyl]dihydro-2H-pyran). The yield is 108.9%. Reaction SMILES: [C:1](OC)(=O)[CH2:2][C:3]([CH3:5])=O.[Li+].CC([N-]C(C)C)C.[CH:17]1([C:22](=[O:36])[CH2:23][CH2:24][C:25]2[C:30]([O:31][CH2:32][CH3:33])=[CH:29][N:28]=[C:27]([CH2:34][CH3:35])[CH:26]=2)[CH2:21][CH2:20][CH2:19][CH2:18]1.[OH-].[Na+].C(=O)([O-])[O-].[K+].[K+]>C1COCC1>[CH:17]1([C:22]2([CH2:23][CH2:24][C:25]3[C:30]([O:31][CH2:32][CH3:33])=[CH:29][N:28]=[C:27]([CH2:34][CH3:35])[CH:26]=3)[O:36][CH2:5][CH2:3][CH2:2][CH2:1]2)[CH2:21][CH2:20][CH2:19][CH2:18]1 |f:1.2,4.5,6.7.8|. Procedure: Methyl acetoacetate (1.2 mL, 10.9 mmol) was added to a cooled −50° C. suspension of LDA [prepared from diisopropylamine (3.0 mL, 21.8 mmol), and n-BuLi (8.7 mL, 21.8 mmol) dissolved in THF (30 mL)]. The reaction was stirred for 30 mins and then a solution of 1-cyclopentyl-3-(5-ethoxy-2-ethyl-pyridin-4-yl)-propan-1-one (1.0 g, 3.6 mmol) dissolved in THF (30 mL) was added. The reaction was warmed to room temperature and stirred for 2 hours. The reaction was poured into 1 N NaOH and extracted with ... Reactants: CCCCCCC[C@@H](CC(=O)CCC1=CC(=C(C=C1)O)OC)O ([8]-gingerol), [BH4-].[Na+] (NaBH4), CCOC(=O)C (EtOAc). Run in CCO (EtOH). Reaction conditions: time 3 hour. Product: OC1=C(C=C(C=C1)CCC(CC(CCCCCCC)O)O)OC (1-(4-hydroxy-3-methoxyphenyl)dodecane-3,5-diol). RXN SMILES: [CH3:1][CH2:2][CH2:3][CH2:4][CH2:5][CH2:6][CH2:7][C@H:8]([OH:23])[CH2:9][C:10]([CH2:12][CH2:13][C:14]1[CH:19]=[CH:18][C:17]([OH:20])=[C:16]([O:21][CH3:22])[CH:15]=1)=[O:11].[BH4-].[Na+].CCOC(C)=O>CCO>[OH:20][C:17]1[CH:18]=[CH:19][C:14]([CH2:13][CH2:12][CH:10]([OH:11])[CH2:9][CH:8]([OH:23])[CH2:7][CH2:6][CH2:5][CH2:4][CH2:3][CH2:2][CH3:1])=[CH:15][C:16]=1[O:21][CH3:22] |f:1.2|. Procedure details: To a solution of [8]-gingerol (0.1 g) in EtOH (15 mL) was added dropwise a solution of NaBH4 (0.02 g in 1 mL H2O). The mixture was stirred at room temperature for 3 hrs. After acidification, EtOAc was added and organic layer was washed with water twice. Evaporation of solvent left a white solid which was purified by gradient chromatography to afford the title compound as a colourless liquid in quantitative yield.